The task is: describe an organic reaction: reactants, conditions, products, and yield. This data is from the Open Reaction Database (ORD), a public repository of structured organic reaction records. Reactants: ClB(Cl)Cl, COc1ccc(-c2c(C)nn(COCC[Si](C)(C)C)c2-c2cnc(N)nc2)cc1, COC, ClCCl, [Na+], O=C([O-])O. Yields the product COc1ccc(-c2c(C)n[nH]c2-c2cnc(N)nc2)cc1. Reaction SMILES: [B:33]([Cl:34])([Cl:35])[Cl:36].[CH3:1][O:2][c:3]1[cH:4][cH:5][c:6](-[c:9]2[c:10](-[c:23]3[cH:24][n:25][c:26]([NH2:29])[n:27][cH:28]3)[n:11]([CH2:15][O:16][CH2:17][CH2:18][Si:19]([CH3:20])([CH3:21])[CH3:22])[n:12][c:13]2[CH3:14])[cH:7][cH:8]1.[CH3:30][O:31][CH3:32].[Cl:42][CH2:43][Cl:44].[Na+:41].[O-:37][C:38]([OH:39])=[O:40]>>[CH3:1][O:2][c:3]1[cH:4][cH:5][c:6](-[c:9]2[c:10](-[c:23]3[cH:24][n:25][c:26]([NH2:29])[n:27][cH:28]3)[nH:11][n:12][c:13]2[CH3:14])[cH:7][cH:8]1. Starting materials: N#Cc1ccc2c(c1)cc(C(=O)O)n2Cc1cccc(OC(F)(F)F)c1, NC(CCO)C1CC1. The product is N#Cc1ccc2c(c1)cc(C(=O)NC(CCO)C1CC1)n2Cc1cccc(OC(F)(F)F)c1. Reaction SMILES: [C:1](#[N:2])[c:3]1[cH:4][c:5]2[cH:6][c:7]([C:24](=[O:25])[OH:26])[n:8]([CH2:12][c:13]3[cH:14][c:15]([O:19][C:20]([F:21])([F:22])[F:23])[cH:16][cH:17][cH:18]3)[c:9]2[cH:10][cH:11]1.[NH2:27][CH:28]([CH2:29][CH2:30][OH:31])[CH:32]1[CH2:33][CH2:34]1>>[C:1](#[N:2])[c:3]1[cH:4][c:5]2[cH:6][c:7]([C:24](=[O:26])[NH:27][CH:28]([CH2:29][CH2:30][OH:31])[CH:32]3[CH2:33][CH2:34]3)[n:8]([CH2:12][c:13]3[cH:14][c:15]([O:19][C:20]([F:21])([F:22])[F:23])[cH:16][cH:17][cH:18]3)[c:9]2[cH:10][cH:11]1. Reaction conditions: time 4 hour. Product: C(C)(=O)OC=1C(=CC2=C(C(C(=CO2)C=O)=O)C1)OC(C)=O (6,7-Bis-(acetyloxy)-4-oxo-4H-1-benzopyran-3-carboxaldehyde). Procedure details: To a solution of [4,5-bis(acetyloxy)-2-hydroxyphenyl]ethanone (2.74 g, 0.0109 mol) in dimethylformamide (10 ml) at -78° C. under nitrogen was added phosphorous oxychloride (3.85 ml, 0.0414 mol) over 15 minutes. The reaction was kept at -78° C. for 15 minutes, 0° C. for 30 minutes and 22° C. for 4 hours. The reaction was poured into ice water (120 ml). The resulting precipitate, A, was stirred for 30 minutes, filtered and washed with water (3×20 ml). The filtrate, A, was extracted with chloroform... Reaction SMILES: [C:1]([O:4][C:5]1[C:10]([O:11][C:12](=[O:14])[CH3:13])=[CH:9][C:8]([C:15](=[O:17])[CH3:16])=[C:7]([OH:18])[CH:6]=1)(=[O:3])[CH3:2].P(Cl)(Cl)(Cl)=O.[CH3:24]CCCCC.CN(C)[CH:32]=[O:33]>CC(C)=O>[C:12]([O:11][C:10]1[C:5]([O:4][C:1](=[O:3])[CH3:2])=[CH:6][C:7]2[O:18][CH:24]=[C:16]([CH:32]=[O:33])[C:15](=[O:17])[C:8]=2[CH:9]=1)(=[O:14])[CH3:13]. The reactants are C(C)(=O)OC1=CC(=C(C=C1OC(C)=O)C(C)=O)O ([4,5-bis(acetyloxy)-2-hydroxyphenyl]ethanone), P(=O)(Cl)(Cl)Cl (phosphorous oxychloride), CN(C=O)C (dimethylformamide), CCCCCC (hexane), ice water. The solvent is CC(=O)C (acetone). Reactants: CO, COc1ccccc1Oc1c(N)nc(-c2ncccn2)nc1Cl. Yields the product COc1ccccc1Oc1c(N)nc(-c2ncccn2)nc1OC. RXN SMILES: [CH3:24][OH:25].[NH2:1][c:2]1[n:3][c:4](-[c:18]2[n:19][cH:20][cH:21][cH:22][n:23]2)[n:5][c:6]([Cl:17])[c:7]1[O:8][c:9]1[c:10]([O:15][CH3:16])[cH:11][cH:12][cH:13][cH:14]1>>[NH2:1][c:2]1[n:3][c:4](-[c:18]2[n:19][cH:20][cH:21][cH:22][n:23]2)[n:5][c:6]([O:25][CH3:24])[c:7]1[O:8][c:9]1[c:10]([O:15][CH3:16])[cH:11][cH:12][cH:13][cH:14]1.